From a dataset of the Open Reaction Database (ORD), a public repository of structured organic reaction records. describe an organic reaction: reactants, conditions, products, and yield Reactants: COc1nc(Oc2ccc(F)c(F)c2)nc(-c2ccc(Cl)cc2Cl)c1S(=O)(=O)C(F)(F)F, OB(O)c1ccc(C(F)(F)F)cc1. Yields the product COc1nc(Oc2ccc(F)c(F)c2)nc(-c2ccc(Cl)cc2Cl)c1-c1ccc(C(F)(F)F)cc1. As a reaction SMILES: [F:1][c:2]1[cH:3][c:4]([O:5][c:6]2[n:7][c:8](-[c:21]3[c:22]([Cl:28])[cH:23][c:24]([Cl:27])[cH:25][cH:26]3)[c:9]([S:14]([C:15]([F:16])([F:17])[F:18])(=[O:19])=[O:20])[c:10]([O:12][CH3:13])[n:11]2)[cH:29][cH:30][c:31]1[F:32].[F:33][C:34]([c:35]1[cH:36][cH:37][c:38]([B:41]([OH:42])[OH:43])[cH:39][cH:40]1)([F:44])[F:45]>>[F:1][c:2]1[cH:3][c:4]([O:5][c:6]2[n:7][c:8](-[c:21]3[c:22]([Cl:28])[cH:23][c:24]([Cl:27])[cH:25][cH:26]3)[c:9](-[c:38]3[cH:37][cH:36][c:35]([C:34]([F:33])([F:44])[F:45])[cH:40][cH:39]3)[c:10]([O:12][CH3:13])[n:11]2)[cH:29][cH:30][c:31]1[F:32]. Starting materials: C(C)(C)O (isopropyl alcohol), CC1(N2C([C@H]([C@H]2CCO1)C(C)(OC(=O)OCC1=CC=C(C=C1)[N+](=O)[O-])C)=O)C ((6R,7R)-2,2-dimethyl-7-[1-methyl-1-(4-nitrobenzyloxycarbonyloxy)ethyl]-1-aza-3-oxabicyclo[4.2.0]octan-8-one), CC(=O)C.OS(=O)(=O)O.O=[Cr](=O)=O (Jones reagent). The solvent is CC(=O)C (acetone), CC(=O)C (acetone). Conditions: time 30 minute. Product: CC(C)(OC(=O)OCC1=CC=C(C=C1)[N+](=O)[O-])[C@H]1[C@H](NC1=O)CC(=O)O (2-[(2R,3R)-3-[1-methyl-1-(4-nitrobenzyloxycarbonyloxy)ethyl]-4-oxo-azetidin-2-yl]acetic acid). RXN SMILES: CC1(C)[O:9][CH2:8][CH2:7][C@H:6]2[N:3]1[C:4](=[O:27])[C@H:5]2[C:10]([CH3:26])([O:12][C:13]([O:15][CH2:16][C:17]1[CH:22]=[CH:21][C:20]([N+:23]([O-:25])=[O:24])=[CH:19][CH:18]=1)=[O:14])[CH3:11].CC(C)=[O:31].OS(O)(=O)=O.O=[Cr](=O)=O.C(O)(C)C>CC(C)=O>[CH3:26][C:10]([C@@H:5]1[C:4](=[O:27])[NH:3][C@@H:6]1[CH2:7][C:8]([OH:31])=[O:9])([O:12][C:13]([O:15][CH2:16][C:17]1[CH:18]=[CH:19][C:20]([N+:23]([O-:25])=[O:24])=[CH:21][CH:22]=1)=[O:14])[CH3:11] |f:1.2.3|. Procedure: A solution of (6R,7R)-2,2-dimethyl-7-[1-methyl-1-(4-nitrobenzyloxycarbonyloxy)ethyl]-1-aza-3-oxabicyclo[4.2.0]octan-8-one (11.99 g) in acetone (119.9 ml) was added dropwise to a solution of 2N Jones reagent (38.13 ml) in acetone (119.9 ml) at ambient temperature over a period of an hour, and the mixture was stirred for an additional 30 minutes. After addition of an excess of isopropyl alcohol to the mixture, the solvent was removed by evaporation. The residue was dissolved in ethyl acetate (1 l)...